From a dataset of the Open Reaction Database (ORD), a public repository of structured organic reaction records. describe an organic reaction: reactants, conditions, products, and yield Reactants: CN1N=C(OC1=O)C1=C(C=CC=C1)S(=O)(=O)Cl (2-(4,5-Dihydro-4-methyl-5-oxo-1,3,4-oxadiazol-2-yl)benzenesulfonyl chloride), N (ammonia). Solvent: O1CCCC1 (tetrahydrofuran). Conditions: time 1.5 hour. Yields the product CN1N=C(OC1=O)C1=C(C=CC=C1)S(=O)(=O)N (2-(4,5-Dihydro-4-methyl-5-oxo-1,3,4-oxadiazol-2-yl)benzenesulfonamide). RXN SMILES: [CH3:1][N:2]1[C:6](=[O:7])[O:5][C:4]([C:8]2[CH:13]=[CH:12][CH:11]=[CH:10][C:9]=2[S:14](Cl)(=[O:16])=[O:15])=[N:3]1.[NH3:18]>O1CCCC1>[CH3:1][N:2]1[C:6](=[O:7])[O:5][C:4]([C:8]2[CH:13]=[CH:12][CH:11]=[CH:10][C:9]=2[S:14]([NH2:18])(=[O:16])=[O:15])=[N:3]1. Reported procedure: To a suspension of 3.3 g of the product of Example 3 in 50 ml of tetrahydrofuran was added dropwise 3 ml of condensed ammonia while keeping the reaction temperature at -5° C. with external cooling. After stirring at 0° for 1.5 hours, the solvent was evaporated in vacuo and water was added to the residue to yield a precipitate. After filtration the isolated residue was washed with water, then dissolved in tetrahydrofuran and dried over MgSO4. After evaporation of the solvent in vacuo, 2.9 g of th... Reactants: FC1=C(C=CC(=C1)F)C(C1CCN(CC1)C(C)=O)=NO (1-(4-((2,4-Difluorophenyl)-hydroxyimino-methyl)piperidin-1-yl)ethanone), [OH-].[K+] (KOH), C(=O)[C@H]1CN(C[C@@H]1C1=CC=CC=C1)[C@@H](C(=O)OCC1=CC=C(C=C1)OC)C1CCCCC1 (α-(R)-(3-(R)-formyl-4-(S)-phenylpyrrolidin-1-yl)-cyclohexaneacetic acid, para-methoxybenzyl ester), C(=O)(C(F)(F)F)O (TFA), C1(=CC=CC=C1)OC (anisole). The solvent is CCO (EtOH). Yields the product C(C)OC1=CC2=C(C(=NO2)C2CCN(CC2)C[C@H]2CN(C[C@@H]2C2=CC=CC=C2)[C@@H](C(=O)O)C2CCCCC2)C=C1 (α-(R)-(3-(S)-((4-(6-ethoxy-benzo[d]isoxazol-3-yl)piperidin-1-yl)methyl)-4-(S)-phenylpyrrolidin-1-yl)-cyclohexaneacetic acid). RXN SMILES: F[C:2]1[CH:7]=[C:6](F)[CH:5]=[CH:4][C:3]=1[C:9](=[N:19][OH:20])[CH:10]1[CH2:15][CH2:14][N:13]([C:16](=O)[CH3:17])[CH2:12][CH2:11]1.[OH-].[K+].C([C@@H]1[C@@H:29]([C:30]2[CH:35]=[CH:34][CH:33]=[CH:32][CH:31]=2)[CH2:28][N:27]([C@H:36]([CH:49]2[CH2:54][CH2:53][CH2:52][CH2:51][CH2:50]2)[C:37]([O:39]CC2C=CC(OC)=CC=2)=[O:38])[CH2:26]1)=O.[C:55](O)([C:57](F)(F)F)=[O:56].C1(OC)C=CC=CC=1>CCO>[CH2:55]([O:56][C:6]1[CH:5]=[CH:4][C:3]2[C:9]([CH:10]3[CH2:15][CH2:14][N:13]([CH2:16][C@@H:17]4[C@@H:29]([C:30]5[CH:31]=[CH:32][CH:33]=[CH:34][CH:35]=5)[CH2:28][N:27]([C@H:36]([CH:49]5[CH2:54][CH2:53][CH2:52][CH2:51][CH2:50]5)[C:37]([OH:39])=[O:38])[CH2:26]4)[CH2:12][CH2:11]3)=[N:19][O:20][C:2]=2[CH:7]=1)[CH3:57] |f:1.2|. Reported procedure: A solution of 1-(4-((2,4-difluorophenyl)-hydroxyimino-methyl)piperidin-1-yl)ethanone (from Step A) and KOH (45 wt. % solution) in EtOH was refluxed for 24 hours. The products were coupled with of α-(R)-(3-(R)-formyl-4-(S)-phenylpyrrolidin-1-yl)-cyclohexaneacetic acid, 4-methoxybenzyl ester (prepared above as Aldehyde 5) using a procedure analogous to that described in Example 89, Step C. The products were treated with TFA and anisole for 18 hours and concentrated under reduced pressure. The resi... Starting materials: N(=[N+]=[N-])C(CN1C2=C(C3=CC(=CC=C13)C)CCN(C2)C)C2=CC=NC=C2 (9-(2-azido-2-(pyridin-4-yl)ethyl)-2,6-dimethyl-2,3,4,9-tetrahydro-1H-pyrido[3,4-b]indole), [Cl-].[NH4+] (ammonium chloride). Reagents/catalysts: [Zn] (zinc). Solvent: C(C)O.O (ethanol water). Run at temperature 85 celsius, time 45 minute. The product is CN1CC=2N(C3=CC=C(C=C3C2CC1)C)CC(N)C1=CC=NC=C1 (2-(2,6-dimethyl-3,4-dihydro-1H-pyrido[3,4-b]indol-9(2H)-yl)-1-(pyridin-4-yl)ethanamine). Yield: 3.4%. As a reaction SMILES: [N:1]([CH:4]([C:21]1[CH:26]=[CH:25][N:24]=[CH:23][CH:22]=1)[CH2:5][N:6]1[C:14]2[C:9](=[CH:10][C:11]([CH3:15])=[CH:12][CH:13]=2)[C:8]2[CH2:16][CH2:17][N:18]([CH3:20])[CH2:19][C:7]1=2)=[N+]=[N-].[Cl-].[NH4+]>C(O)C.O.[Zn]>[CH3:20][N:18]1[CH2:17][CH2:16][C:8]2[C:9]3[C:14](=[CH:13][CH:12]=[C:11]([CH3:15])[CH:10]=3)[N:6]([CH2:5][CH:4]([C:21]3[CH:22]=[CH:23][N:24]=[CH:25][CH:26]=3)[NH2:1])[C:7]=2[CH2:19]1 |f:1.2,3.4|. Reported procedure: To a solution of 9-(2-azido-2-(pyridin-4-yl)ethyl)-2,6-dimethyl-2,3,4,9-tetrahydro-1H-pyrido[3,4-b]indole (800 mg, 2.3 mmol) in ethanol-water (9 mL: 1 mL) were added zinc dust (600 mg, 9.2 mmol) and ammonium chloride (490 mg, 9.2 mmol) and the reaction mixture stirred at 85° C. for 45 min. The reaction mixture was filtered and the filtrate concentrated. The residue was basified with aqueous ammonia and extracted with EtOAc (2×50 mL). The combined organic layer was dried over anhydrous sodium sul... Reactants: CC(CN)(C)C1NC=2C=CC(=CC2C2C1CC=C2)[N+](=O)[O-] (2-methyl-2-(8-nitro-3a,4.5,9b-tetrahydro-3H-cyclopenta[c]quinolin-4-yl)-propylamine), C(C)(C)N=C=O (isopropyl isocyanate). Solvent: CN(C=O)C (dimethylformamide), O (water), C(C)(=O)OCC (ethyl acetate). Conditions: time 30 minute. Product: C(C)(C)NC(=O)NCC(C)(C1NC=2C=CC(=CC2C2C1CC=C2)[N+](=O)[O-])C (1-isopropyl-3-[2-methyl-2-(8-nitro-3a,4,5,9b-tetrahydro-3H-cyclopenta[c]quinolin-4-yl)-propyl]urea). Reaction SMILES: [CH3:1][C:2]([CH:6]1[CH:15]2[CH2:16][CH:17]=[CH:18][CH:14]2[C:13]2[CH:12]=[C:11]([N+:19]([O-:21])=[O:20])[CH:10]=[CH:9][C:8]=2[NH:7]1)([CH3:5])[CH2:3][NH2:4].[CH:22]([N:25]=[C:26]=[O:27])([CH3:24])[CH3:23]>CN(C)C=O.O.C(OCC)(=O)C>[CH:22]([NH:25][C:26]([NH:4][CH2:3][C:2]([CH3:1])([CH:6]1[CH:15]2[CH2:16][CH:17]=[CH:18][CH:14]2[C:13]2[CH:12]=[C:11]([N+:19]([O-:21])=[O:20])[CH:10]=[CH:9][C:8]=2[NH:7]1)[CH3:5])=[O:27])([CH3:24])[CH3:23]. Procedure details: The compound of Example 49 (57 mg) was dissolved in 2 ml of dimethylformamide, and 0.03 ml of isopropyl isocyanate was added. After 30 minutes stirring at room temperature, the reaction mixture was diluted with water and ethyl acetate. The ethyl acetate layer was washed with water, dried over anhydrous sodium sulfate, and concentrated under reduced pressure. The residue was purified by silica gel column chromatography (elution solvent: hexane:ethyl acetate=1:1) to obtain 62 mg of the captioned c...